This data is from the Open Reaction Database (ORD), a public repository of structured organic reaction records. The task is: describe an organic reaction: reactants, conditions, products, and yield Starting materials: C(C)OC(=O)CNCCN1N=C(C=CC1=O)C=1C(=NN2C1C=CC=C2)C2=CC=CC=C2 (3-[2-{2-(ethoxycarbonylmethylamino)ethyl}-3-oxo-2,3-dihydropyridazin-6-yl]-2-phenylpyrazolo[1,5-a]pyridine), [OH-].[Na+] (sodium hydroxide). Solvent: C(C)O (ethanol), O (water). Run at time 0.5 hour. Yields the product C(=O)(O)CNCCN1N=C(C=CC1=O)C=1C(=NN2C1C=CC=C2)C2=CC=CC=C2 (3-[2-{2-(carboxymethylamino)ethyl}-3-oxo-2,3-dihydropyridazin-6-yl]-2-phenylpyrazolo[1,5-a]pyridine). The yield is 67.0%. RXN SMILES: C([O:3][C:4]([CH2:6][NH:7][CH2:8][CH2:9][N:10]1[C:15](=[O:16])[CH:14]=[CH:13][C:12]([C:17]2[C:18]([C:26]3[CH:31]=[CH:30][CH:29]=[CH:28][CH:27]=3)=[N:19][N:20]3[CH:25]=[CH:24][CH:23]=[CH:22][C:21]=23)=[N:11]1)=[O:5])C.[OH-].[Na+]>C(O)C.O>[C:4]([CH2:6][NH:7][CH2:8][CH2:9][N:10]1[C:15](=[O:16])[CH:14]=[CH:13][C:12]([C:17]2[C:18]([C:26]3[CH:31]=[CH:30][CH:29]=[CH:28][CH:27]=3)=[N:19][N:20]3[CH:25]=[CH:24][CH:23]=[CH:22][C:21]=23)=[N:11]1)([OH:5])=[O:3] |f:1.2|. Reported procedure: To a solution of 3-[2-{2-(ethoxycarbonylmethylamino)ethyl}-3-oxo-2,3-dihydropyridazin-6-yl]-2-phenylpyrazolo[1,5-a]pyridine (0.80 g) in ethanol (8 ml) was added a solution of sodium hydroxide (0.15 g) in water (4 ml) and the mixture was stirred for 0.5 hour at room temperature. The reaction mixture was concentrated and the residue was partitioned between water and ethyl acetate. The aqueous layer was separated, neutralized with 1N hydrochloric acid to give the precipitate, which was collected an... Reactants: FC1=C(C(=O)O)C=CC(=C1F)F (2,3,4-Trifluorobenzoic acid), FC1=C(N)C=CC(=C1)C#CCOC1OCCCC1 (2-fluoro-4-[3-(tetrahydro-2H-pyran-2-yloxy)-1-propynyl]aniline), [Li+].C[Si](C)(C)[N-][Si](C)(C)C (LiHMDS). Run in C1CCOC1 (THF). The product is FC=1C(=C(C(=O)O)C=CC1F)NC1=C(C=C(C=C1)C#CCOC1OCCCC1)F (3,4-difluoro-2-{2-fluoro-4-[3-(tetrahydro-2H-pyran-2-yloxy)-1-propynyl]anilino}benzoic acid), solid. Isolated yield 68.0%. As a reaction SMILES: F[C:2]1[C:10]([F:11])=[C:9]([F:12])[CH:8]=[CH:7][C:3]=1[C:4]([OH:6])=[O:5].[F:13][C:14]1[CH:20]=[C:19]([C:21]#[C:22][CH2:23][O:24][CH:25]2[CH2:30][CH2:29][CH2:28][CH2:27][O:26]2)[CH:18]=[CH:17][C:15]=1[NH2:16].[Li+].C[Si]([N-][Si](C)(C)C)(C)C>C1COCC1>[F:11][C:10]1[C:2]([NH:16][C:15]2[CH:17]=[CH:18][C:19]([C:21]#[C:22][CH2:23][O:24][CH:25]3[CH2:30][CH2:29][CH2:28][CH2:27][O:26]3)=[CH:20][C:14]=2[F:13])=[C:3]([CH:7]=[CH:8][C:9]=1[F:12])[C:4]([OH:6])=[O:5] |f:2.3|. Procedure details: 2,3,4-Trifluorobenzoic acid and 2-fluoro-4-[3-(tetrahydro-2H-pyran-2-yloxy)-1-propynyl]aniline were reacted in the presence of LiHMDS solution in THF by the general procedure of Example 1, Step B. After workup, followed by purification by chromatography on silica gel (50% EtOAc/PE as eluant), 3,4-difluoro-2-{2-fluoro-4-[3-(tetrahydro-2H-pyran-2-yloxy)-1-propynyl]anilino}benzoic acid was isolated as a cream-yellow solid (68%); m.p. (Et2O/hexane) 164–166° C. 1H NMR [400 MHz, (CD3)2SO] δ 13.60 (v b... Reactants: C(C)(C)(C)OC(=O)N1CCN(CC1)C1=C(C=CC(=C1)Cl)NC(=O)C1=CC(=NC=C1)Cl (4-{5-chloro-2-[(2-chloro-pyridine-4-carbonyl)-amino]-phenyl}-piperazine-1-carboxylic acid tert-butyl ester), FC(C(=O)O)(F)F (trifluoroacetic acid). Solvent: ClCCl (dichloromethane). Product: FC(C(=O)O)(F)F.ClC=1C=C(C(=O)NC2=C(C=C(C=C2)Cl)N2CCNCC2)C=CN1 (2-chloro-N-[4-chloro-2-(piperazin-1-yl)-phenyl]-isonicotinamide trifluoroacetate). Reaction SMILES: C(OC([N:8]1[CH2:13][CH2:12][N:11]([C:14]2[CH:19]=[C:18]([Cl:20])[CH:17]=[CH:16][C:15]=2[NH:21][C:22]([C:24]2[CH:29]=[CH:28][N:27]=[C:26]([Cl:30])[CH:25]=2)=[O:23])[CH2:10][CH2:9]1)=O)(C)(C)C.[F:31][C:32]([F:37])([F:36])[C:33]([OH:35])=[O:34]>ClCCl>[F:31][C:32]([F:37])([F:36])[C:33]([OH:35])=[O:34].[Cl:30][C:26]1[CH:25]=[C:24]([CH:29]=[CH:28][N:27]=1)[C:22]([NH:21][C:15]1[CH:16]=[CH:17][C:18]([Cl:20])=[CH:19][C:14]=1[N:11]1[CH2:10][CH2:9][NH:8][CH2:13][CH2:12]1)=[O:23] |f:3.4|. Procedure details: A solution of 4-{5-chloro-2-[(2-chloro-pyridine-4-carbonyl)-amino]-phenyl}-piperazine-1-carboxylic acid tert-butyl ester (6.7 g, Example 1, Step C) in dichloromethane (20 ml) was treated with trifluoroacetic acid (10 ml) for 20 hours at room temperature. Concentration of the solution under reduced pressure afforded 2-chloro-N-[4-chloro-2-(piperazin-1-yl)-phenyl]-isonicotinamide trifluoroacetate (6.9 g) as a brown solid. MS (ES+) 351/353 (M+H+). Reactants: CC(C)(C)C(=O)Cl, CC#N, CON1CCC2(CC1)NC(=O)C(c1cc(-c3ccc(Cl)cc3)c(F)cc1C)=C2O, Cl, c1ccncc1. The product is CON1CCC2(CC1)NC(=O)C(c1cc(-c3ccc(Cl)cc3)c(F)cc1C)=C2OC(=O)C(C)(C)C. As a reaction SMILES: [C:30]([C:31]([CH3:32])([CH3:33])[CH3:34])(=[O:35])[Cl:36].[CH3:44][C:45]#[N:46].[Cl:1][c:2]1[cH:3][cH:4][c:5](-[c:8]2[cH:9][c:10]([C:16]3=[C:20]([OH:21])[C:19]4([NH:18][C:17]3=[O:29])[CH2:22][CH2:23][N:24]([O:27][CH3:28])[CH2:25][CH2:26]4)[c:11]([CH3:15])[cH:12][c:13]2[F:14])[cH:6][cH:7]1.[ClH:43].[cH:37]1[cH:38][cH:39][n:40][cH:41][cH:42]1>>[Cl:1][c:2]1[cH:3][cH:4][c:5](-[c:8]2[cH:9][c:10]([C:16]3=[C:20]([O:21][C:30]([C:31]([CH3:32])([CH3:33])[CH3:34])=[O:35])[C:19]4([NH:18][C:17]3=[O:29])[CH2:22][CH2:23][N:24]([O:27][CH3:28])[CH2:25][CH2:26]4)[c:11]([CH3:15])[cH:12][c:13]2[F:14])[cH:6][cH:7]1. The reactants are CC1=NC(=CC(=C1/C=C/C=O)C1=CC=C(C=C1)F)C ((E)-3-[2,6-Dimethyl-4-(4-fluorophenyl)-pyrid-3-yl]-prop-2-enal), [Cl-].[NH4+] (ammonium chloride), C(CC(=O)C)(=O)OC (methyl acetoacetate), [H-].[Na+] (sodium hydride). Run in O1CCCC1 (tetrahydrofuran), O1CCCC1 (tetrahydrofuran), CCCCCC (hexane). Reaction conditions: temperature 0 celsius, time 15 minute. Yields the product CC1=NC(=CC(=C1/C=C/C(CC(CC(=O)OC)=O)O)C1=CC=C(C=C1)F)C (Methyl (E)-7-[2,6-dimethyl-4-(4-fluorophenyl)-pyrid-3yl]-5-hydroxy-3-oxo-hept-6-enoate). The yield is 96.2%. As a reaction SMILES: [C:1]([O:7][CH3:8])(=[O:6])[CH2:2][C:3]([CH3:5])=[O:4].[H-].[Na+].[CH3:11][C:12]1[C:17](/[CH:18]=[CH:19]/[CH:20]=[O:21])=[C:16]([C:22]2[CH:27]=[CH:26][C:25]([F:28])=[CH:24][CH:23]=2)[CH:15]=[C:14]([CH3:29])[N:13]=1.[Cl-].[NH4+]>O1CCCC1.CCCCCC>[CH3:11][C:12]1[C:17](/[CH:18]=[CH:19]/[CH:20]([OH:21])[CH2:5][C:3](=[O:4])[CH2:2][C:1]([O:7][CH3:8])=[O:6])=[C:16]([C:22]2[CH:23]=[CH:24][C:25]([F:28])=[CH:26][CH:27]=2)[CH:15]=[C:14]([CH3:29])[N:13]=1 |f:1.2,4.5|. Reported procedure: 82.2 μl (0.76 mmol) of methyl acetoacetate are added dropwise at 0° C. under a nitrogen atmosphere to 18.5 mg (0.8 mmol) of sodium hydride in 1 ml of tetrahydrofuran. After 15 minutes, 0.55 ml (0.77 mmol) of n-butylithium (1.5 M in hexane) is added dropwise at 0° C., the mixture is stirred for 15 minutes at 0° C. and 180 mg (0.7 mmol) of the compound from Example 31 are added dropwise in 3 ml of tetrahydrofuran. After 1 h, the mixture is hydrolyzed using saturated ammonium chloride solution and ... Reactants: BrC1=C(N(N=C1)CC)C(CCCC1=CC=CC=C1)O (1-(4-bromo-2-ethyl-2H-pyrazol-3-yl)-4-phenyl-butan-1-ol), C(C)OC(=O)C1(CC1)C1=CC=C(C=C1)C1=CC=C(C=C1)B1OC(C(O1)(C)C)(C)C (1-[4′-(4,4,5,5-tetramethyl-[1,3,2]dioxaborolan-2-yl)-biphenyl-4-yl]-cyclopropanecarboxylic acid ethyl ester). The product is C(C)OC(=O)C1(CC1)C1=CC=C(C=C1)C1=CC=C(C=C1)C=1C=NN(C1C(CCCC1=CC=CC=C1)O)CC (1-{4′-[1-Ethyl-5-(1-hydroxy-4-phenyl-butyl)-1H-pyrazol-4-yl]-biphenyl-4-yl}-cyclopropanecarboxylic acid ethyl ester). RXN SMILES: Br[C:2]1[CH:6]=[N:5][N:4]([CH2:7][CH3:8])[C:3]=1[CH:9]([OH:19])[CH2:10][CH2:11][CH2:12][C:13]1[CH:18]=[CH:17][CH:16]=[CH:15][CH:14]=1.[CH2:20]([O:22][C:23]([C:25]1([C:28]2[CH:33]=[CH:32][C:31]([C:34]3[CH:39]=[CH:38][C:37](B4OC(C)(C)C(C)(C)O4)=[CH:36][CH:35]=3)=[CH:30][CH:29]=2)[CH2:27][CH2:26]1)=[O:24])[CH3:21]>>[CH2:20]([O:22][C:23]([C:25]1([C:28]2[CH:29]=[CH:30][C:31]([C:34]3[CH:35]=[CH:36][C:37]([C:2]4[CH:6]=[N:5][N:4]([CH2:7][CH3:8])[C:3]=4[CH:9]([OH:19])[CH2:10][CH2:11][CH2:12][C:13]4[CH:18]=[CH:17][CH:16]=[CH:15][CH:14]=4)=[CH:38][CH:39]=3)=[CH:32][CH:33]=2)[CH2:27][CH2:26]1)=[O:24])[CH3:21]. Procedure: Prepared according to the procedure described in Example 5, Step 2, using the following starting materials: 1-(4-bromo-2-ethyl-2H-pyrazol-3-yl)-4-phenyl-butan-1-ol and 1-[4′-(4,4,5,5-tetramethyl-[1,3,2]dioxaborolan-2-yl)-biphenyl-4-yl]-cyclopropanecarboxylic acid ethyl ester.